Dataset: the Open Reaction Database (ORD), a public repository of structured organic reaction records. Task: describe an organic reaction: reactants, conditions, products, and yield The product is ClC=1C=CC(=C(CN2C3=C(NCC2)N=CC(=C3)C=3C=NNC3)C1)C(F)(F)F (1-[5-Chloro-2-(trifluoromethyl)benzyl]-7-(1H-pyrazol-4-yl)-1,2,3,4-tetrahydropyrido[2,3-b]pyrazine). Yield: 44.0%. Reported procedure: 1-[5-Chloro-2-(trifluoromethyl)benzyl]-7-iodo-1,2,3,4-tetrahydro-pyrido[2,3-b]pyrazine (109 mg) was reacted with 4-(4,4,5,5-tetramethyl-1,3,2-dioxaborolan-2-yl)pyrazole-1-carboxylic acid-tert-butyl ester as in General Procedure 4B, then added 6 mL CH2Cl2 and TFA (0.6 mL), and purified on normal phase silica gel chromatography to give the title compound as an off-white solid (44% yield). The reactants are C(=O)(C(F)(F)F)O (TFA), ClC=1C=CC(=C(CN2C3=C(NCC2)N=CC(=C3)I)C1)C(F)(F)F (1-[5-Chloro-2-(trifluoromethyl)benzyl]-7-iodo-1,2,3,4-tetrahydro-pyrido[2,3-b]pyrazine), C(C)(C)(C)OC(=O)N1N=CC(=C1)B1OC(C(O1)(C)C)(C)C (4-(4,4,5,5-tetramethyl-1,3,2-dioxaborolan-2-yl)pyrazole-1-carboxylic acid-tert-butyl ester). RXN SMILES: [Cl:1][C:2]1[CH:3]=[CH:4][C:5]([C:20]([F:23])([F:22])[F:21])=[C:6]([CH:19]=1)[CH2:7][N:8]1[CH2:13][CH2:12][NH:11][C:10]2[N:14]=[CH:15][C:16](I)=[CH:17][C:9]1=2.C(OC([N:31]1[CH:35]=[C:34](B2OC(C)(C)C(C)(C)O2)[CH:33]=[N:32]1)=O)(C)(C)C.C(O)(C(F)(F)F)=O>C(Cl)Cl>[Cl:1][C:2]1[CH:3]=[CH:4][C:5]([C:20]([F:23])([F:22])[F:21])=[C:6]([CH:19]=1)[CH2:7][N:8]1[CH2:13][CH2:12][NH:11][C:10]2[N:14]=[CH:15][C:16]([C:34]3[CH:35]=[N:31][NH:32][CH:33]=3)=[CH:17][C:9]1=2. Run in C(Cl)Cl (CH2Cl2). Starting materials: CCC(=O)Cl, Cl, COc1cc(-c2ncnc3c(C(=O)NC4CCCNC4)c[nH]c23)c(OCC2CC2)cc1F. RXN SMILES: [C:34]([CH2:35][CH3:36])(=[O:37])[Cl:38].[ClH:1].[NH:2]1[CH2:3][CH:4]([NH:8][C:9](=[O:10])[c:11]2[cH:12][nH:13][c:14]3[c:15]2[n:16][cH:17][n:18][c:19]3-[c:20]2[c:21]([O:29][CH2:30][CH:31]3[CH2:32][CH2:33]3)[cH:22][c:23]([F:28])[c:24]([O:26][CH3:27])[cH:25]2)[CH2:5][CH2:6][CH2:7]1>>[N:2]1([C:34]([CH2:35][CH3:36])=[O:37])[CH2:3][CH:4]([NH:8][C:9](=[O:10])[c:11]2[cH:12][nH:13][c:14]3[c:15]2[n:16][cH:17][n:18][c:19]3-[c:20]2[c:21]([O:29][CH2:30][CH:31]3[CH2:32][CH2:33]3)[cH:22][c:23]([F:28])[c:24]([O:26][CH3:27])[cH:25]2)[CH2:5][CH2:6][CH2:7]1. The product is CCC(=O)N1CCCC(NC(=O)c2c[nH]c3c(-c4cc(OC)c(F)cc4OCC4CC4)ncnc23)C1.